This data is from the Open Reaction Database (ORD), a public repository of structured organic reaction records. The task is: describe an organic reaction: reactants, conditions, products, and yield Reactants: ClC1=CC=C(CC(C(=O)[C@@H]2N(CCC2)C(=O)OC(C)(C)C)=CN(C)C)C=C1 ((R)-tert-butyl 2-(2-(4-chlorobenzyl)-3-(dimethylamino)acryloyl)pyrrolidine-1-carboxylate), CNN (1-methylhydrazine). Solvent: C(C)O (ethanol). Conditions: temperature 70 celsius. The product is ClC1=CC=C(CC=2C(=NN(C2)C)[C@@H]2N(CCC2)C(=O)OC(C)(C)C)C=C1 ((R)-tert-butyl 2-(4-(4-chlorobenzyl)-1-methyl-1H-pyrazol-3-yl)pyrrolidine-1-carboxylate). Isolated yield 69.2%. As a reaction SMILES: [Cl:1][C:2]1[CH:27]=[CH:26][C:5]([CH2:6][C:7](=[CH:22][N:23](C)[CH3:24])[C:8]([C@H:10]2[CH2:14][CH2:13][CH2:12][N:11]2[C:15]([O:17][C:18]([CH3:21])([CH3:20])[CH3:19])=[O:16])=O)=[CH:4][CH:3]=1.C[NH:29]N>C(O)C>[Cl:1][C:2]1[CH:27]=[CH:26][C:5]([CH2:6][C:7]2[C:8]([C@H:10]3[CH2:14][CH2:13][CH2:12][N:11]3[C:15]([O:17][C:18]([CH3:21])([CH3:20])[CH3:19])=[O:16])=[N:29][N:23]([CH3:24])[CH:22]=2)=[CH:4][CH:3]=1. Procedure details: To a solution of (R)-tert-butyl 2-(2-(4-chlorobenzyl)-3-(dimethylamino)acryloyl)pyrrolidine-1-carboxylate (120 mg, 0.3 mmol) in ethanol (4 mL) was added 1-methylhydrazine (60 μL, 2.4 mmol). The resulting solution was heated at 70° C. for 3 h and concentrated in vacuo. Purification of the resulting residue by silica gel column chromatography (hexanes/ethyl acetate gradient, 10-100% ethyl acetate) afforded (R)-tert-butyl 2-(4-(4-chlorobenzyl)-1-methyl-1H-pyrazol-3-yl)pyrrolidine-1-carboxylate (78 ...